The task is: describe an organic reaction: reactants, conditions, products, and yield. This data is from the Open Reaction Database (ORD), a public repository of structured organic reaction records. Starting materials: C(C)(C)(C)OC(NC1=C(C=C(C(=C1)N(CCC)C)C)NC(CC(C1=CC(=CC=C1)N1N=NC=C1COC1OCCCC1)=O)=O)=O ((RS)-[4-methyl-5-(methyl-propyl-amino)-2-(3-oxo-3-{3-[5-(tetrahydro-pyran-2-yloxymethyl)-[1,2,3]triazol-1-yl]-phenyl}-propionylamino)-phenyl]-carbamic acid tert-butyl ester), C(=O)(C(F)(F)F)O (TFA). Run in C(Cl)Cl (CH2Cl2). Yields the product OCC1=CN=NN1C=1C=C(C=CC1)C1=NC2=C(NC(C1)=O)C=C(C(=C2)N(CCC)C)C (4-[3-(5-Hydroxymethyl-[1,2,3]triazol-1-yl)-phenyl]-8-methyl-7-(methyl-propyl-amino)-1,3-dihydro-benzo[b][1,4]diazepin-2-one), solid. Yield: 72.0%. As a reaction SMILES: C(OC(=O)[NH:7][C:8]1[CH:13]=[C:12]([N:14]([CH3:18])[CH2:15][CH2:16][CH3:17])[C:11]([CH3:19])=[CH:10][C:9]=1[NH:20][C:21](=[O:44])[CH2:22][C:23](=O)[C:24]1[CH:29]=[CH:28][CH:27]=[C:26]([N:30]2[C:34]([CH2:35][O:36]C3CCCCO3)=[CH:33][N:32]=[N:31]2)[CH:25]=1)(C)(C)C.C(O)(C(F)(F)F)=O>C(Cl)Cl>[OH:36][CH2:35][C:34]1[N:30]([C:26]2[CH:25]=[C:24]([C:23]3[CH2:22][C:21](=[O:44])[NH:20][C:9]4[CH:10]=[C:11]([CH3:19])[C:12]([N:14]([CH3:18])[CH2:15][CH2:16][CH3:17])=[CH:13][C:8]=4[N:7]=3)[CH:29]=[CH:28][CH:27]=2)[N:31]=[N:32][CH:33]=1. Reported procedure: The title compound was prepared from (RS)-[4-methyl-5-(methyl-propyl-amino)-2-(3-oxo-3-{3-[5-(tetrahydro-pyran-2-yloxymethyl)-[1,2,3]triazol-1-yl]-phenyl}-propionylamino)-phenyl]-carbamic acid tert-butyl ester (Example M80) (0.42 g, 0.71 mmol) by treatment with TFA in CH2Cl2 according to the general procedure N. Obtained as a pale yellow solid (200 mg, 72%). Starting materials: ClC1=C(CC2C(N(CC2)[C@H]2CC[C@H](CC2)OC(C2=CC=C(C=C2)[N+](=O)[O-])=O)=O)C=CC(=C1)Cl (Cis-4-nitro-benzoic acid 4-[3-(2,4-dichloro-benzyl)-2-oxo-pyrrolidin-1-yl]-cyclohexyl ester), C(=O)([O-])[O-].[K+].[K+] (K2CO3). The solvent is CO (MeOH). Run at time 8 hour. Product: ClC1=C(CC2C(N(CC2)[C@@H]2CC[C@@H](CC2)O)=O)C=CC(=C1)Cl (3-(2,4-Dichloro-benzyl)-1-(cis-4-hydroxy-cyclohexyl)-pyrrolidin-2-one). Isolated yield 61.7%. As a reaction SMILES: [Cl:1][C:2]1[CH:32]=[C:31]([Cl:33])[CH:30]=[CH:29][C:3]=1[CH2:4][CH:5]1[CH2:9][CH2:8][N:7]([C@@H:10]2[CH2:15][CH2:14][C@H:13]([O:16]C(=O)C3C=CC([N+]([O-])=O)=CC=3)[CH2:12][CH2:11]2)[C:6]1=[O:28].C([O-])([O-])=O.[K+].[K+]>CO>[Cl:1][C:2]1[CH:32]=[C:31]([Cl:33])[CH:30]=[CH:29][C:3]=1[CH2:4][CH:5]1[CH2:9][CH2:8][N:7]([C@H:10]2[CH2:11][CH2:12][C@@H:13]([OH:16])[CH2:14][CH2:15]2)[C:6]1=[O:28] |f:1.2.3|. Procedure details: Dissolve cis-4-nitro-benzoic acid 4-[3-(2,4-dichloro-benzyl)-2-oxo-pyrrolidin-1-yl]-cyclohexyl ester (Example 16) (3.58 g, 7.29 mmol) in MeOH (200 mL). Add 2M K2CO3 (50 nL) and stir the reaction mixture overnight. Add water (200 mL) and extract the aqueous layer with ethyl acetate (3×300 mL). Combine the organic layers and dry with Na2SO4, filter, concentrate and purify by flash column chromatography (silica gel, 50-100% of EtOAc-Hexane) to give 1.54 g (62%) of the title compound as a white soli... The reactants are C(C1=CC=CC=C1)OC(=O)CNC(=O)C1=CC=C(C=C1)C(=O)N[C@@H](C(C)C)C(=O)N1[C@H](C(=O)NC(C(C(F)(F)F)=O)C(C)C)CCC1 (3(RS)-[[4-[(benzyloxycarbonyl)methylaminocarbonyl]phenylcarbonyl]-L-valyl-L-prolyl]amino-1,1,1-trifluoro-4-methyl-2-oxopentane), [H][H] (hydrogen). Reagents/catalysts: [Pd] (palladium on carbon). The solvent is CO (methanol), O (water). Product: C(=O)(O)CNC(=O)C1=CC=C(C=C1)C(=O)N[C@@H](C(C)C)C(=O)N1[C@H](C(=O)NC(C(C(F)(F)F)=O)C(C)C)CCC1 (3(RS)-[[4-(carboxymethylaminocarbonyl)phenylcarbonyl]-L-valyl-L-prolyl]amino-1,1,1-trifluoro-4-methyl-2-oxopentane). The yield is 100.9%. RXN SMILES: C([O:8][C:9]([CH2:11][NH:12][C:13]([C:15]1[CH:20]=[CH:19][C:18]([C:21]([NH:23][C@H:24]([C:28]([N:30]2[CH2:47][CH2:46][CH2:45][C@H:31]2[C:32]([NH:34][CH:35]([CH:42]([CH3:44])[CH3:43])[C:36](=[O:41])[C:37]([F:40])([F:39])[F:38])=[O:33])=[O:29])[CH:25]([CH3:27])[CH3:26])=[O:22])=[CH:17][CH:16]=1)=[O:14])=[O:10])C1C=CC=CC=1.[H][H]>CO.O.[Pd]>[C:9]([CH2:11][NH:12][C:13]([C:15]1[CH:16]=[CH:17][C:18]([C:21]([NH:23][C@H:24]([C:28]([N:30]2[CH2:47][CH2:46][CH2:45][C@H:31]2[C:32]([NH:34][CH:35]([CH:42]([CH3:43])[CH3:44])[C:36](=[O:41])[C:37]([F:39])([F:40])[F:38])=[O:33])=[O:29])[CH:25]([CH3:27])[CH3:26])=[O:22])=[CH:19][CH:20]=1)=[O:14])([OH:10])=[O:8]. Procedure: A solution of 3(RS)-[[4-[(benzyloxycarbonyl)methylaminocarbonyl]phenylcarbonyl]-L-valyl-L-prolyl]amino-1,1,1-trifluoro-4-methyl-2-oxopentane (70 mg) in a mixture of methanol (10 ml) and water (1 ml) was hydrogenated over 10% palladium on carbon (1.0 g) at 3 atmosphere pressure of hydrogen for 3 hours at room temperature. After the catalyst was removed by filtration, the filtrate was evaporated under reduced pressure to give 3(RS)-[[4-(carboxymethylaminocarbonyl)phenylcarbonyl]-L-valyl-L-prolyl]a... The reactants are N1(C=NCC1)NC=1NC2=C(N1)C(=CC=C2C)OC ((2-imidazolinylamino)-7-methoxy-4-methylbenzimidazole), COC (methyl ether), Cl.[NH+]1=CC=CC=C1 (pyridinium hydrochloride), C(C)C1=C(C=C(C=2N=CNC21)C)NN2C=NCC2 (4-ethyl-5-(2-imidazolinylamino)-7-methylbenzimidazole), 2-methoxy-5-methylacetanilide. The product is OC1=CC(=C(C2=C1N=CN2)C)NN2C=NCC2 (7-hydroxy-5-(2-imidazolinylamino)-4-methylbenzimidazole). As a reaction SMILES: N1(N[C:7]2[NH:8][C:9]3[C:15]([CH3:16])=[CH:14][CH:13]=[C:12]([O:17]C)[C:10]=3[N:11]=2)CCN=C1.C(C1C2NC=NC=2C(C)=CC=1[NH:31][N:32]1[CH2:36][CH2:35][N:34]=[CH:33]1)C.COC.Cl.[NH+]1C=CC=CC=1>>[OH:17][C:12]1[C:10]2[N:11]=[CH:7][NH:8][C:9]=2[C:15]([CH3:16])=[C:14]([NH:31][N:32]2[CH2:36][CH2:35][N:34]=[CH:33]2)[CH:13]=1 |f:3.4|. Reported procedure: (2-imidazolinylamino)-7-methoxy-4-methylbenzimidazole is made in the same manner as 4-ethyl-5-(2-imidazolinylamino)-7-methylbenzimidazole except that 2-methoxy-5-methylacetanilide is used instead of 3-ethyl-6-methylacetanilide (see Example 2). Cleavage of the methyl ether is achieved with pyridinium hydrochloride to afford 7-hydroxy-5-(2-imidazolinylamino)-4-methylbenzimidazole.